Dataset: the Open Reaction Database (ORD), a public repository of structured organic reaction records. Task: describe an organic reaction: reactants, conditions, products, and yield Starting materials: N#Cc1cc(CO)ccc1C1CCCCC1, O=S(Cl)Cl. Product: N#Cc1cc(CCl)ccc1C1CCCCC1. Reaction SMILES: [CH:1]1([c:7]2[c:8]([C:9]#[N:10])[cH:11][c:12]([CH2:15][OH:16])[cH:13][cH:14]2)[CH2:2][CH2:3][CH2:4][CH2:5][CH2:6]1.[S:17]([Cl:18])([Cl:19])=[O:20]>>[CH:1]1([c:7]2[c:8]([C:9]#[N:10])[cH:11][c:12]([CH2:15][Cl:19])[cH:13][cH:14]2)[CH2:2][CH2:3][CH2:4][CH2:5][CH2:6]1. The reactants are C1(CCCC1)C[C@@H](C(=O)NC1=NN(C=C1)C[C@H]1OC(OC1)(C)C)N1C(C=C(C1)OC1=C(C=CC=C1F)F)=O ((S)-3-cyclopentyl-2-[4-(2,6-difluoro-phenoxy)-2-oxo-2,5-dihydro-pyrrol-1-yl]-N-[1-((R)-2,2-dimethyl-[1,3]dioxolan-4-yl-methyl)-1H-pyrazol-3-yl]-propionamide), Cl (hydrochloric acid). The solvent is C(C)(=O)OCC (ethyl acetate), O1CCCC1 (tetrahydrofuran). Reaction conditions: temperature 25 celsius, time 4 hour. The product is C1(CCCC1)C[C@@H](C(=O)NC1=NN(C=C1)C[C@H](CO)O)N1C(C=C(C1)OC1=C(C=CC=C1F)F)=O ((S)-3-cyclopentyl-2-[4-(2,6-difluoro-phenoxy)-2-oxo-2,5-dihydro-pyrrol-1-yl]-N-[1-((R)-2,3-dihydroxy-propyl)-1H-pyrazol-3-yl]-propionamide). Isolated yield 64.9%. Reaction SMILES: [CH:1]1([CH2:6][C@H:7]([N:24]2[CH2:28][C:27]([O:29][C:30]3[C:35]([F:36])=[CH:34][CH:33]=[CH:32][C:31]=3[F:37])=[CH:26][C:25]2=[O:38])[C:8]([NH:10][C:11]2[CH:15]=[CH:14][N:13]([CH2:16][C@@H:17]3[CH2:21][O:20]C(C)(C)[O:18]3)[N:12]=2)=[O:9])[CH2:5][CH2:4][CH2:3][CH2:2]1.Cl>O1CCCC1.C(OCC)(=O)C>[CH:1]1([CH2:6][C@H:7]([N:24]2[CH2:28][C:27]([O:29][C:30]3[C:35]([F:36])=[CH:34][CH:33]=[CH:32][C:31]=3[F:37])=[CH:26][C:25]2=[O:38])[C:8]([NH:10][C:11]2[CH:15]=[CH:14][N:13]([CH2:16][C@@H:17]([OH:18])[CH2:21][OH:20])[N:12]=2)=[O:9])[CH2:2][CH2:3][CH2:4][CH2:5]1. Procedure details: A solution of (S)-3-cyclopentyl-2-[4-(2,6-difluoro-phenoxy)-2-oxo-2,5-dihydro-pyrrol-1-yl]-N-[1-((R)-2,2-dimethyl-[1,3]dioxolan-4-yl-methyl)-1H-pyrazol-3-yl]-propionamide (prepared as in Example 87, 120 mg, 0.22 mmol) in tetrahydrofuran (20 mL) was treated with 2N aqueous hydrochloric acid (10 mL). The reaction mixture was stirred for 4 h at 25° C. The reaction mixture was adjusted to neutral and diluted with ethyl acetate, washed with water, a saturated sodium chloride solution and dried over s... Starting materials: NC1=C(C(=O)NC2=C(C=C(C(=O)N(C3=C(C=C(C=C3)C)OCCCCCC(=O)N3CCN(CC3)C)C)C=C2)OC)C=CC=C1N (4-(2,3-diaminobenzoyl)amino-3-methoxy-N-methyl-N-[4-methyl-2-[5-(4-methylpiperazin-1-yl)carbonylpent-1-yloxy]phenyl]benzamide), C(C)(=O)O (acetic acid). The product is COC=1C=C(C(=O)N(C2=C(C=C(C=C2)C)OCCCCCC(=O)N2CCN(CC2)C)C)C=CC1NC(=O)C1=CC=CC=2NC(=NC21)C (3-methoxy-N-methyl-4-(2-methyl-1H-benzimidazol-4-yl)carbonylamino-N-[4-methyl-2-[5-(4-methylpiperazin-1-yl)carbonylpent-1-yloxy]phenyl]benzamide). As a reaction SMILES: [NH2:1][C:2]1[C:44]([NH2:45])=[CH:43][CH:42]=[CH:41][C:3]=1[C:4]([NH:6][C:7]1[CH:38]=[CH:37][C:10]([C:11]([N:13]([CH3:36])[C:14]2[CH:19]=[CH:18][C:17]([CH3:20])=[CH:16][C:15]=2[O:21][CH2:22][CH2:23][CH2:24][CH2:25][CH2:26][C:27]([N:29]2[CH2:34][CH2:33][N:32]([CH3:35])[CH2:31][CH2:30]2)=[O:28])=[O:12])=[CH:9][C:8]=1[O:39][CH3:40])=[O:5].[C:46](O)(=O)[CH3:47]>>[CH3:40][O:39][C:8]1[CH:9]=[C:10]([CH:37]=[CH:38][C:7]=1[NH:6][C:4]([C:3]1[C:2]2[N:1]=[C:46]([CH3:47])[NH:45][C:44]=2[CH:43]=[CH:42][CH:41]=1)=[O:5])[C:11]([N:13]([CH3:36])[C:14]1[CH:19]=[CH:18][C:17]([CH3:20])=[CH:16][C:15]=1[O:21][CH2:22][CH2:23][CH2:24][CH2:25][CH2:26][C:27]([N:29]1[CH2:34][CH2:33][N:32]([CH3:35])[CH2:31][CH2:30]1)=[O:28])=[O:12]. Procedure details: A suspension of 4-(2,3-diaminobenzoyl)amino-3-methoxy-N-methyl-N-[4-methyl-2-[5-(4-methylpiperazin-1-yl)carbonylpent-1-yloxy]phenyl]benzamide (100 mg) in acetic acid (1 ml) was refluxed for 8 hours. After being evaporated in vacuo, the residue was dissolved chloroform and the solution was washed with water and saturated aqueous sodium bicarbonate solution. The organic layer was dried over magnesium sulfate and the solvent was evaporated in vacuo. The residue was purified by preparative thin-laye... Reactants: N#Cc1c(N2CC3CCCNC3C2)c(F)cc2c(=O)c(C(=O)O)cn(C3CC3)c12, C#CC(=O)OCC. Yields the product CCOC(=O)C=CN1CCCC2CN(c3c(F)cc4c(=O)c(C(=O)O)cn(C5CC5)c4c3C#N)CC21. As a reaction SMILES: [C:1](#[N:2])[c:3]1[c:4]([N:21]2[CH2:22][CH:23]3[CH2:24][CH2:25][CH2:26][NH:27][CH:28]3[CH2:29]2)[c:5]([F:20])[cH:6][c:7]2[c:8](=[O:19])[c:9]([C:16](=[O:17])[OH:18])[cH:10][n:11]([CH:13]3[CH2:14][CH2:15]3)[c:12]12.[CH3:30][CH2:31][O:32][C:33](=[O:34])[C:35]#[CH:36]>>[C:1](#[N:2])[c:3]1[c:4]([N:21]2[CH2:22][CH:23]3[CH2:24][CH2:25][CH2:26][N:27]([CH:36]=[CH:35][C:33]([O:32][CH2:31][CH3:30])=[O:34])[CH:28]3[CH2:29]2)[c:5]([F:20])[cH:6][c:7]2[c:8](=[O:19])[c:9]([C:16](=[O:17])[OH:18])[cH:10][n:11]([CH:13]3[CH2:14][CH2:15]3)[c:12]12. Starting materials: C=O, Cc1cccc([N+](=O)[O-])c1C=NO, Cl, C1CCOC1, O. Product: Cc1cccc([N+](=O)[O-])c1C=O. Reaction SMILES: [CH2:15]=[O:16].[CH3:1][c:2]1[c:3]([CH:4]=[N:5][OH:6])[c:7]([N+:11](=[O:12])[O-:13])[cH:8][cH:9][cH:10]1.[ClH:14].[O:18]1[CH2:19][CH2:20][CH2:21][CH2:22]1.[OH2:17]>>[CH3:1][c:2]1[c:3]([CH:4]=[O:16])[c:7]([N+:11](=[O:12])[O-:13])[cH:8][cH:9][cH:10]1. Starting materials: CC(=O)O, NC(=O)c1ccc(Oc2ccc(CCNCc3ccccc3)cc2)nc1, C=O, ClCCl. The product is CN(CCc1ccc(Oc2ccc(C(N)=O)cn2)cc1)Cc1ccccc1. RXN SMILES: [C:27]([OH:28])(=[O:29])[CH3:30].[CH2:1]([c:2]1[cH:3][cH:4][cH:5][cH:6][cH:7]1)[NH:8][CH2:9][CH2:10][c:11]1[cH:12][cH:13][c:14]([O:15][c:16]2[n:17][cH:18][c:19]([C:20](=[O:21])[NH2:22])[cH:23][cH:24]2)[cH:25][cH:26]1.[CH2:31]=[O:32].[Cl:33][CH2:34][Cl:35]>>[CH2:1]([c:2]1[cH:3][cH:4][cH:5][cH:6][cH:7]1)[N:8]([CH2:9][CH2:10][c:11]1[cH:12][cH:13][c:14]([O:15][c:16]2[n:17][cH:18][c:19]([C:20](=[O:21])[NH2:22])[cH:23][cH:24]2)[cH:25][cH:26]1)[CH3:27].